This data is from the Open Reaction Database (ORD), a public repository of structured organic reaction records. The task is: describe an organic reaction: reactants, conditions, products, and yield The reactants are C1(CCCCC1)C=1C2=C(N3CC(OC4=C(C13)C=CC=C4)C(=O)OCC)C=C(C=C2)C(=O)OC (6-ethyl 9-methyl 12-cyclohexyl-6,7-dihydro-5-oxa-7a-azadibenzo[a,e]azulene-6,9-dicarboxylate), O.[OH-].[Li+] (lithium hydroxide monohydrate), Cl (Hydrochloric acid). Solvent: O1CCCC1 (tetrahydrofuran), CO (methanol), O (water). Run at time 20 hour. The product is C1(CCCCC1)C=1C2=C(N3CC(OC4=C(C13)C=CC=C4)C(=O)O)C=C(C=C2)C(=O)OC (12-cyclohexyl-9-methoxycarbonyl-6,7-dihydro-5-oxa-7a-azadibenzo[a,e]azulene-6-carboxylic acid). As a reaction SMILES: [CH:1]1([C:7]2[C:8]3[CH:29]=[CH:28][C:27]([C:30]([O:32][CH3:33])=[O:31])=[CH:26][C:9]=3[N:10]3[C:16]=2[C:15]2[CH:17]=[CH:18][CH:19]=[CH:20][C:14]=2[O:13][CH:12]([C:21]([O:23]CC)=[O:22])[CH2:11]3)[CH2:6][CH2:5][CH2:4][CH2:3][CH2:2]1.O.[OH-].[Li+].Cl>O1CCCC1.CO.O>[CH:1]1([C:7]2[C:8]3[CH:29]=[CH:28][C:27]([C:30]([O:32][CH3:33])=[O:31])=[CH:26][C:9]=3[N:10]3[C:16]=2[C:15]2[CH:17]=[CH:18][CH:19]=[CH:20][C:14]=2[O:13][CH:12]([C:21]([OH:23])=[O:22])[CH2:11]3)[CH2:2][CH2:3][CH2:4][CH2:5][CH2:6]1 |f:1.2.3|. Reported procedure: To a solution of 6-ethyl 9-methyl 12-cyclohexyl-6,7-dihydro-5-oxa-7a-azadibenzo[a,e]azulene-6,9-dicarboxylate (270 mg, 0.60 mmol) in tetrahydrofuran (1 ml), methanol (1 ml) and water (1 ml) was added lithium hydroxide monohydrate (30 mg, 0.71 mmol) under ice-cooling, and the mixture was stirred at room temperature for 20 hr. 1N Hydrochloric acid was added to the reaction mixture and the mixture was extracted with ethyl acetate. The organic layer was washed with saturated brine and dried over anh... As a reaction SMILES: [Cl:1][C:2]1[N:3]=[CH:4][NH:5][C:6]=1[Cl:7].[OH-].[K+].[Br:10][CH2:11][C:12]([OH:14])=[O:13].Br[CH2:16][CH2:17][C:18]1[C:27]2[C:22](=[CH:23][CH:24]=[CH:25][CH:26]=2)[CH:21]=[CH:20][CH:19]=1.Br>C(#N)C>[Br-:10].[C:12]([CH2:11][N:3]1[C:2]([Cl:1])=[C:6]([Cl:7])[N+:5]([CH2:16][CH2:17][C:18]2[C:27]3[C:22](=[CH:23][CH:24]=[CH:25][CH:26]=3)[CH:21]=[CH:20][CH:19]=2)=[CH:4]1)([OH:14])=[O:13] |f:1.2,7.8|. Product: [Br-].C(=O)(O)CN1C=[N+](C(=C1Cl)Cl)CCC1=CC=CC2=CC=CC=C12 (1-(carboxymethyl)-4,5-dichloro-3-(2-(naphthalen-1-yl)ethyl)-1H-imidazol-3-ium bromide). Reactants: BrCCC1=CC=CC2=CC=CC=C12 (1-(2-bromoethyl)naphthalene), ClC=1N=CNC1Cl (4,5-dichloroimidazole), [OH-].[K+] (Potassium hydroxide), BrCC(=O)O (2-bromoacetic acid), Br (HBr). Solvent: C(C)#N (acetonitrile). Reported procedure: 4,5-dichloroimidazole (1.00 g, 7.36 mmol) was dissolved in acetonitrile. Potassium hydroxide (0.828 g, 14.72 mmol) was added to the solution and allowed to reflux for 30 min. 1 equivalent of 2-bromoacetic acid (2.15 g, 15.46 mmol) was added to the solution and refluxed for 2.5 h. Solution was filtered to remove the KBr precipitate and placed back onto reflux. An equivalent of 1-(2-bromoethyl)naphthalene (1.73 g, 7.36 mmol) was added to solution and refluxed for 2.5 h. The solution was neutralize... Reactants: BrC1=NC=C(C=C1)Br (2,5-dibromopyridine), Cu(1)CN, CN(C)C=O (DMF). Conditions: temperature 120 celsius. Yields the product BrC=1C=CC(=NC1)C#N (5-Bromo-pyridine-2-carbonitrile). Isolated yield 74.0%. Reaction SMILES: Br[C:2]1[CH:7]=[CH:6][C:5]([Br:8])=[CH:4][N:3]=1.[CH3:9][N:10](C=O)C>>[Br:8][C:5]1[CH:6]=[CH:7][C:2]([C:9]#[N:10])=[N:3][CH:4]=1. Procedure details: Referring now to Scheme 3, a mixture of 2,5-dibromopyridine (20 mmol) and Cu(1)CN (20 mmol) in DMF (120 mL) was refluxed for 12 hr at 120° C. The reaction mixture was poured onto water and the solid which formed was extracted by using ethylacetate (250 mL, 3 times). The solvent was evaporated and the precipitate purified (SiO2, hexanes/EtOAc 90:10). Yield 74%, mp 125–126° C. 1H nmr (DMSO-d6); δ 8.03 (d, J=8.1 Hz, 1H), 8.37 (dd, J=8.1, 2.1 Hz, 1H). 8.92 (d, J=2.1 Hz, 1H). 13C nmr; δ 152.2, 140.6,... Starting materials: ClC=1C=C(C=CC1)C1=CC(=C2C(=N1)CCC2)NC2=CC=C(C=C2)CC(C)(O)C (1-(4-((2-(3-chlorophenyl)-6,7-dihydro-5H-cyclopenta[b]pyridin-4-yl)amino)phenyl)-2-methylpropan-2-ol). Reagents/catalysts: Cl (HCl). The solvent is O (water), C(C)#N (acetonitrile). The product is Cl.ClC=1C=C(C=CC1)C1=CC(=C2C(=N1)CCC2)NC2=CC=C(C=C2)CC(C)(O)C (1-(4-((2-(3-Chlorophenyl)-6,7-dihydro-5H-cyclopenta[b]pyridin-4-yl)amino)phenyl)-2-methylpropan-2-ol hydrochloride). Isolated yield 199.6%. As a reaction SMILES: [Cl:1][C:2]1[CH:3]=[C:4]([C:8]2[N:13]=[C:12]3[CH2:14][CH2:15][CH2:16][C:11]3=[C:10]([NH:17][C:18]3[CH:23]=[CH:22][C:21]([CH2:24][C:25]([CH3:28])([OH:27])[CH3:26])=[CH:20][CH:19]=3)[CH:9]=2)[CH:5]=[CH:6][CH:7]=1>O.C(#N)C.Cl>[ClH:1].[Cl:1][C:2]1[CH:3]=[C:4]([C:8]2[N:13]=[C:12]3[CH2:14][CH2:15][CH2:16][C:11]3=[C:10]([NH:17][C:18]3[CH:19]=[CH:20][C:21]([CH2:24][C:25]([CH3:28])([OH:27])[CH3:26])=[CH:22][CH:23]=3)[CH:9]=2)[CH:5]=[CH:6][CH:7]=1 |f:4.5|. Procedure: To a suspension of 1-(4-((2-(3-chlorophenyl)-6,7-dihydro-5H-cyclopenta[b]pyridin-4-yl)amino)phenyl)-2-methylpropan-2-ol (0.056 g, 0.14 mmol) in water (3 mL) and acetonitrile (1 mL) was added 6M HCl (2 drops). The solution was lyophillized to afford the title compound (0.060 g, 98%) as a yellow solid. MW=429.38. 1H NMR (DMSO-d6, 500 MHz) δ 14.11 (s, 1H), 9.84 (s, 1H), 7.89 (t, J=1.8 Hz, 1H), 7.72-7.64 (m, 2H), 7.60 (t, J=7.8 Hz, 1H), 7.34-7.29 (m, 4H), 6.97 (s, 1H), 3.16 (t, J=7.5 Hz, 2H), 2.93-2...